This data is from the Open Reaction Database (ORD), a public repository of structured organic reaction records. The task is: describe an organic reaction: reactants, conditions, products, and yield Reactants: [H-].[Na+] (Sodium hydride), CN(C)C=O (DMF), OC1=CC=C(C=C1)C1(CC2=C(C(=C(C(=C2C1)OC)OC)OC)OC)C(=O)OCC (ethyl 2-(4-hydroxyphenyl)-4,5,6,7-tetramethoxy-2-indancarboxylate), BrCCCC(=O)OCC (ethyl 4-bromobutyrate). Run in O (Water). Conditions: time 30 minute. Yields the product C(C)OC(=O)CCCOC1=CC=C(C=C1)C1(CC2=C(C(=C(C(=C2C1)OC)OC)OC)OC)C(=O)OCC (Ethyl 2-[4-(4-ethoxycarbonyl-1-oxabutyl)phenyl]-4,5,6,7-tetramethoxy-2-indancarboxylate). Yield: 81.2%. RXN SMILES: [H-].[Na+].CN(C=O)C.[OH:8][C:9]1[CH:14]=[CH:13][C:12]([C:15]2([C:32]([O:34][CH2:35][CH3:36])=[O:33])[CH2:23][C:22]3[C:17](=[C:18]([O:30][CH3:31])[C:19]([O:28][CH3:29])=[C:20]([O:26][CH3:27])[C:21]=3[O:24][CH3:25])[CH2:16]2)=[CH:11][CH:10]=1.Br[CH2:38][CH2:39][CH2:40][C:41]([O:43][CH2:44][CH3:45])=[O:42]>O>[CH2:44]([O:43][C:41]([CH2:40][CH2:39][CH2:38][O:8][C:9]1[CH:10]=[CH:11][C:12]([C:15]2([C:32]([O:34][CH2:35][CH3:36])=[O:33])[CH2:16][C:17]3[C:22](=[C:21]([O:24][CH3:25])[C:20]([O:26][CH3:27])=[C:19]([O:28][CH3:29])[C:18]=3[O:30][CH3:31])[CH2:23]2)=[CH:13][CH:14]=1)=[O:42])[CH3:45] |f:0.1|. Procedure details: Sodium hydride (60% oily, 9.8 mg, 0.244 mmols) was added to a DMF (2 ml) solution of ethyl 2-(4-hydroxyphenyl)-4,5,6,7-tetramethoxy-2-indancarboxylate (81.5 mg, 0.203 mmols), with cooling with ice. The reaction mixture was stirred at room temperature for 30 minutes, and ethyl 4-bromobutyrate (0.0600 ml, 0.406 mmols) was dropwise added thereto at room temperature, and stirring was continued for 3 hours. Water was added to the reaction mixture, which was then extracted with diethyl ether. The orga... Reactants: CCN=C=NCCCN(C)C, Cl, Cc1ccc(NC(=O)c2cccc(N3CCOCC3)c2)cc1N, O=C(O)c1cccc(OC2CCOC2)c1, CN(C)C=O, O, On1nnc2ccccc21. The product is Cc1ccc(NC(=O)c2cccc(N3CCOCC3)c2)cc1NC(=O)c1cccc(OC2CCOC2)c1. RXN SMILES: [CH3:2][N:3]([CH3:4])[CH2:5][CH2:6][CH2:7][N:8]=[C:9]=[N:10][CH2:11][CH3:12].[ClH:1].[NH2:38][c:39]1[cH:40][c:41]([NH:46][C:47]([c:48]2[cH:49][c:50]([N:54]3[CH2:55][CH2:56][O:57][CH2:58][CH2:59]3)[cH:51][cH:52][cH:53]2)=[O:60])[cH:42][cH:43][c:44]1[CH3:45].[O:13]1[CH2:14][CH:15]([O:18][c:19]2[cH:20][c:21]([C:22](=[O:23])[OH:24])[cH:25][cH:26][cH:27]2)[CH2:16][CH2:17]1.[O:61]=[CH:62][N:63]([CH3:64])[CH3:65].[OH2:66].[OH:28][n:29]1[c:30]2[cH:31][cH:32][cH:33][cH:34][c:35]2[n:36][n:37]1>>[O:13]1[CH2:14][CH:15]([O:18][c:19]2[cH:20][c:21]([C:22](=[O:24])[NH:38][c:39]3[cH:40][c:41]([NH:46][C:47]([c:48]4[cH:49][c:50]([N:54]5[CH2:55][CH2:56][O:57][CH2:58][CH2:59]5)[cH:51][cH:52][cH:53]4)=[O:60])[cH:42][cH:43][c:44]3[CH3:45])[cH:25][cH:26][cH:27]2)[CH2:16][CH2:17]1. Starting materials: CC(=O)O[BH-](OC(C)=O)OC(C)=O, CC(=O)O, O=CCC1(CCN2C(=O)c3ccccc3C2=O)CCCCC1, ClCCCl, [Na+], [Na+], O=C([O-])O, Cc1ccc(NC2CCNCC2)cc1. The product is Cc1ccc(NC2CCN(CCC3(CCN4C(=O)c5ccccc5C4=O)CCCCC3)CC2)cc1. RXN SMILES: [C:1]([O:2][BH-:3]([O:4][C:5](=[O:6])[CH3:7])[O:8][C:9](=[O:10])[CH3:11])(=[O:12])[CH3:13].[CH3:51][C:52](=[O:53])[OH:54].[CH:29](=[O:30])[CH2:31][C:32]1([CH2:38][CH2:39][N:40]2[C:41](=[O:50])[c:42]3[c:43]([cH:46][cH:47][cH:48][cH:49]3)[C:44]2=[O:45])[CH2:33][CH2:34][CH2:35][CH2:36][CH2:37]1.[Cl:60][CH2:61][CH2:62][Cl:63].[Na+:14].[Na+:55].[OH:56][C:57](=[O:58])[O-:59].[c:15]1([CH3:28])[cH:16][cH:17][c:18]([NH:21][CH:22]2[CH2:23][CH2:24][NH:25][CH2:26][CH2:27]2)[cH:19][cH:20]1>>[c:15]1([CH3:28])[cH:16][cH:17][c:18]([NH:21][CH:22]2[CH2:23][CH2:24][N:25]([CH2:29][CH2:31][C:32]3([CH2:38][CH2:39][N:40]4[C:41](=[O:50])[c:42]5[c:43]([cH:46][cH:47][cH:48][cH:49]5)[C:44]4=[O:45])[CH2:33][CH2:34][CH2:35][CH2:36][CH2:37]3)[CH2:26][CH2:27]2)[cH:19][cH:20]1. The product is FC=1C=C(C=CC1)N1C(O[C@H](C1)CO)=O ((R)-3-(3-fluorophenyl)-2-oxo-5-oxazolidinylmethanol). Reaction SMILES: [C:1]([NH:11][C:12]1[CH:17]=[CH:16][CH:15]=[C:14]([F:18])[CH:13]=1)([O:3]CC1C=CC=CC=1)=[O:2].C([Li])CCC.[Cl-].[NH4+].[O:26]1[CH2:30][CH2:29][CH2:28]C1>>[F:18][C:14]1[CH:13]=[C:12]([N:11]2[CH2:28][C@H:29]([CH2:30][OH:26])[O:3][C:1]2=[O:2])[CH:17]=[CH:16][CH:15]=1 |f:2.3|. Procedure details: 123 g of N-carbobenzyloxy-3-fluoroaniline 132 g prepared in the Preparation example 1 was dissolved in 1.3 L of tetrahydrofuran and the solution was cooled to −78° C. 370 ml of n-butyllithium (n-BuLi, 1.6M/n-hexane) was slowly added to the solution in a nitrogen atmosphere, followed by stirring for 10 min. And 84 ml of (R)-(−)-glycidylbutylate was slowly added to the reaction mixture, stirred at the same temperature for 2 hours and allowed to react for 24 hours at room temperature. After complet... Isolated yield 70.0%. Run at temperature -78 celsius, time 10 minute. The reactants are C(=O)(OCC1=CC=CC=C1)NC1=CC(=CC=C1)F (N-carbobenzyloxy-3-fluoroaniline), O1CCCC1 (tetrahydrofuran), C(CCC)[Li] (n-butyllithium), [Cl-].[NH4+] (ammonium chloride). Starting materials: CC(C)(C)S(=O)N[C@@H](CC)C1=CC(=NC=C1)C(=O)N (4-[(S)-1-(2-methyl-propane-2-sulfinylamino)-propyl]-pyridine-2-carboxylic acid amide), solution, Cl (HCl), Cl (HCl). The solvent is CO (methanol), O1CCOCC1 (dioxane), O1CCOCC1 (dioxane). Reaction conditions: time 2 hour. The product is N[C@@H](CC)C1=CC(=NC=C1)C(=O)N (4-((S)-1-amino-propyl)-pyridine-2-carboxylic acid amide). RXN SMILES: CC(S([NH:7][C@H:8]([C:11]1[CH:16]=[CH:15][N:14]=[C:13]([C:17]([NH2:19])=[O:18])[CH:12]=1)[CH2:9][CH3:10])=O)(C)C.Cl>CO.O1CCOCC1>[NH2:7][C@H:8]([C:11]1[CH:16]=[CH:15][N:14]=[C:13]([C:17]([NH2:19])=[O:18])[CH:12]=1)[CH2:9][CH3:10]. Procedure details: To a solution of 85% 4-[(S)-1-(2-methyl-propane-2-sulfinylamino)-propyl]-pyridine-2-carboxylic acid amide (5.5 g, 16.5 mmol) in methanol (50 mL) was added a 4 N solution of HCl in dioxane (4.33 mL, 17.32 mmol). After 2 hour, additional 4 N HCl in dioxane (0.5 mL) was added. The reaction was monitored by TLC (eluting with EtOAc). After 1.5 hours, the mixture was concentrated in vacuo to remove MeOH and EtOAc (400 mL) was added. The mixture was washed with saturated sodium carbonate solution (100 ... Starting materials: C[N+](=O)[O-], O, O=[N+]([O-])O, O=S(=O)(O)O, CC(=O)C12CC3CC1CC(c1ccccc1)(C3)C2. The product is CC(=O)C12CC3CC1CC(c1ccc([N+](=O)[O-])cc1)(C3)C2. Reaction SMILES: [N+:29]([CH3:30])([O-:31])=[O:32].[OH2:10].[OH:1][N+:2]([O-:3])=[O:4].[S:5](=[O:6])(=[O:7])([OH:8])[OH:9].[c:11]1([C:17]23[CH2:18][C:19]4([C:26]([CH3:27])=[O:28])[CH2:20][CH:21]([CH2:22][CH:23]4[CH2:24]2)[CH2:25]3)[cH:12][cH:13][cH:14][cH:15][cH:16]1>>[O-:1][N+:2](=[O:4])[c:14]1[cH:13][cH:12][c:11]([C:17]23[CH2:18][C:19]4([C:26]([CH3:27])=[O:28])[CH2:20][CH:21]([CH2:22][CH:23]4[CH2:24]2)[CH2:25]3)[cH:16][cH:15]1. Starting materials: CC1=CC(=C(C=C1)S(=O)(=O)N)N (4-methyl-2-aminobenzenesulfonamide), ICl (iodine monochloride). Run in C(Cl)(Cl)Cl (CHCl3), C(Cl)(Cl)Cl (CHCl3). Run at temperature 0 celsius. Product: IC=1C(=CC(=C(C1)S(=O)(=O)N)N)C (5-Iodo-4-methyl-2-aminobenzenesulfonamide). Isolated yield 62.1%. Reaction SMILES: [CH3:1][C:2]1[CH:7]=[CH:6][C:5]([S:8]([NH2:11])(=[O:10])=[O:9])=[C:4]([NH2:12])[CH:3]=1.[I:13]Cl>C(Cl)(Cl)Cl>[I:13][C:7]1[C:2]([CH3:1])=[CH:3][C:4]([NH2:12])=[C:5]([S:8]([NH2:11])(=[O:9])=[O:10])[CH:6]=1. Procedure details: A stirred suspension of 4-methyl-2-aminobenzenesulfonamide (620 mg; 3.3 mmol) in CHCl3 (7 ml) at 0° C. was added a solution of iodine monochloride (1.6 g; 9.9 mmol) in CHCl3 (7 ml). The reaction mixture was stirred at 0° C. until H-NMR indicated full conversion of starting material. The reaction mixture was filtered and the isolated solid washed with small volumes of CHCl3, NaHCO3 (sat. aq.), H2O and air dried to give 640 mg (62%) of product. Starting materials: C([O-])([O-])=O.[K+].[K+] (potassium carbonate), IC (iodomethane), C(C)(C)(C)OC(=O)N1CCC2=C(CC1)C(=C(C=C2)Cl)C=2NN=NC2C2=CC=CC=C2 (3-tert-butoxycarbonyl-7-chloro-6-(5-phenyl-3H-[1,2,3]triazol-4-yl)-2,3,4,5-tetrahydro-1H-benzo[d]azepine). Solvent: CC(=O)C (acetone). Product: C(C)(C)(C)OC(=O)N1CCC2=C(CC1)C(=C(C=C2)Cl)C2=NN(N=C2C2=CC=CC=C2)C (3-tert-Butoxycarbonyl-7-chloro-6-(2-methyl-5-phenyl-2H-[1,2,3]triazol-4-yl)-2,3,4,5-tetrahydro-1H-benzo[d]azepine). Reaction SMILES: [C:1]([O:5][C:6]([N:8]1[CH2:14][CH2:13][C:12]2[C:15]([C:20]3[NH:21][N:22]=[N:23][C:24]=3[C:25]3[CH:30]=[CH:29][CH:28]=[CH:27][CH:26]=3)=[C:16]([Cl:19])[CH:17]=[CH:18][C:11]=2[CH2:10][CH2:9]1)=[O:7])([CH3:4])([CH3:3])[CH3:2].[C:31](=O)([O-])[O-].[K+].[K+].IC>CC(C)=O>[C:1]([O:5][C:6]([N:8]1[CH2:14][CH2:13][C:12]2[C:15]([C:20]3[C:24]([C:25]4[CH:30]=[CH:29][CH:28]=[CH:27][CH:26]=4)=[N:23][N:22]([CH3:31])[N:21]=3)=[C:16]([Cl:19])[CH:17]=[CH:18][C:11]=2[CH2:10][CH2:9]1)=[O:7])([CH3:4])([CH3:2])[CH3:3] |f:1.2.3|. Procedure details: Dissolve 3-tert-butoxycarbonyl-7-chloro-6-(5-phenyl-3H-[1,2,3]triazol-4-yl)-2,3,4,5-tetrahydro-1H-benzo[d]azepine (24 mg, 0.06 mmol) in acetone (1.4 mL). Add potassium carbonate (41 mg, 0.3 mmol) and iodomethane (7.4 μL, 0.12 mmol) and stir for 16 h at room temperature. Filter the mixture through a fritted glass funnel and evaporate the filtrate. Purify the crude mixture by chromatography on silica gel to obtain the desired intermediate as the first of the three methylation isomers (7.8 mg, 25%)... Starting materials: COc1ccc(C2Cc3cc(Br)c(OC)cc3C3CCCCC23)cc1, [Li]C(C)(C)C, COC(=O)Cl, C1CCOC1. Yields the product COC(=O)c1cc2c(cc1OC)C1CCCCC1C(c1ccc(OC)cc1)C2. Reaction SMILES: [Br:1][c:2]1[c:3]([O:24][CH3:25])[cH:4][c:5]2[c:14]([cH:15]1)[CH2:13][CH:12]([c:16]1[cH:17][cH:18][c:19]([O:22][CH3:23])[cH:20][cH:21]1)[CH:11]1[CH:6]2[CH2:7][CH2:8][CH2:9][CH2:10]1.[C:26]([Li:27])([CH3:28])([CH3:29])[CH3:30].[Cl:31][C:32](=[O:33])[O:34][CH3:35].[O:36]1[CH2:37][CH2:38][CH2:39][CH2:40]1>>[c:2]1([C:32](=[O:33])[O:34][CH3:35])[c:3]([O:24][CH3:25])[cH:4][c:5]2[c:14]([cH:15]1)[CH2:13][CH:12]([c:16]1[cH:17][cH:18][c:19]([O:22][CH3:23])[cH:20][cH:21]1)[CH:11]1[CH:6]2[CH2:7][CH2:8][CH2:9][CH2:10]1.